Dataset: the Open Reaction Database (ORD), a public repository of structured organic reaction records. Task: describe an organic reaction: reactants, conditions, products, and yield Reactants: CC1(CCCC(=O)N2C(=O)OCC2Cc2ccccc2)OCCO1, C=CCBr, C[Si](C)(C)[NH-], C[Si](C)(C)[NH-], CCOC(C)=O, [Li+], [Li+], C1CCOC1. Yields the product C=CCC(CCC1(C)OCCO1)C(=O)N1C(=O)OCC1Cc1ccccc1. RXN SMILES: [CH2:1]([c:2]1[cH:3][cH:4][cH:5][cH:6][cH:7]1)[CH:8]1[N:9]([C:14]([CH2:15][CH2:16][CH2:17][C:18]2([CH3:23])[O:19][CH2:20][CH2:21][O:22]2)=[O:24])[C:10](=[O:13])[O:11][CH2:12]1.[CH2:37]([CH:38]=[CH2:39])[Br:40].[CH3:25][Si:26]([NH-:27])([CH3:28])[CH3:29].[CH3:30][Si:31]([NH-:32])([CH3:33])[CH3:34].[CH3:46][CH2:47][O:48][C:49](=[O:50])[CH3:51].[Li+:35].[Li+:36].[O:41]1[CH2:42][CH2:43][CH2:44][CH2:45]1>>[CH2:1]([c:2]1[cH:3][cH:4][cH:5][cH:6][cH:7]1)[CH:8]1[N:9]([C:14]([CH:15]([CH2:16][CH2:17][C:18]2([CH3:23])[O:19][CH2:20][CH2:21][O:22]2)[CH2:39][CH:38]=[CH2:37])=[O:24])[C:10](=[O:13])[O:11][CH2:12]1. The reactants are O=C(n1ccnc1)n1ccnc1, CCOC1(c2ccccc2)CCNCC1, O=C(O)CC1COc2ccccc2O1, C1CCOC1. Product: CCOC1(c2ccccc2)CCN(C(=O)CC2COc3ccccc3O2)CC1. As a reaction SMILES: [C:15]([n:16]1[cH:17][cH:18][n:19][cH:20]1)([n:21]1[cH:22][cH:23][n:24][cH:25]1)=[O:26].[CH2:27]([CH3:28])[O:29][C:30]1([c:36]2[cH:37][cH:38][cH:39][cH:40][cH:41]2)[CH2:31][CH2:32][NH:33][CH2:34][CH2:35]1.[O:1]1[CH:2]([CH2:11][C:12](=[O:13])[OH:14])[CH2:3][O:4][c:5]2[c:6]1[cH:7][cH:8][cH:9][cH:10]2.[O:42]1[CH2:43][CH2:44][CH2:45][CH2:46]1>>[O:1]1[CH:2]([CH2:11][C:12](=[O:14])[N:33]2[CH2:32][CH2:31][C:30]([O:29][CH2:27][CH3:28])([c:36]3[cH:37][cH:38][cH:39][cH:40][cH:41]3)[CH2:35][CH2:34]2)[CH2:3][O:4][c:5]2[c:6]1[cH:7][cH:8][cH:9][cH:10]2. Reactants: O=C(O)CCCCCCCCCCBr, Nc1ccc(O)cc1, C1COCCO1, O=S(Cl)Cl. Product: O=C(CCCCCCCCCCBr)Nc1ccc(O)cc1. As a reaction SMILES: [Br:1][CH2:2][CH2:3][CH2:4][CH2:5][CH2:6][CH2:7][CH2:8][CH2:9][CH2:10][CH2:11][C:12](=[O:13])[OH:14].[NH2:19][c:20]1[cH:21][cH:22][c:23]([OH:24])[cH:25][cH:26]1.[O:27]1[CH2:28][CH2:29][O:30][CH2:31][CH2:32]1.[S:15]([Cl:16])([Cl:17])=[O:18]>>[Br:1][CH2:2][CH2:3][CH2:4][CH2:5][CH2:6][CH2:7][CH2:8][CH2:9][CH2:10][CH2:11][C:12](=[O:14])[NH:19][c:20]1[cH:21][cH:22][c:23]([OH:24])[cH:25][cH:26]1. Starting materials: C(=O)=O (dry ice), NCC(=O)C=1N=CN(C1N=CN(C)C)[C@H]1[C@H]([C@H](O)[C@H](O1)CO)F (4-aminoacetyl-1-(2-deoxy-2-fluoro-β-D-arabinofuranosyl)-5-(dimethylaminomethyleneamino)imidazole), ( 8 ), resultant solution. Solvent: C[O-].[Na+] (sodium methylate), CO (methanol). Run at time 8 hour. Yields the product F[C@@H]1[C@@H](O[C@@H]([C@H]1O)CO)N1C=NC2=C1N=CNCC2=O (3-(2-deoxy-2-fluoro-β-D-arabinofuranosyl)-6,7-dihydroimidazo[4,5-d][1,3]diazepin-8(3H)-one). Isolated yield 30.3%. RXN SMILES: NC[C:3]([C:5]1[N:6]=[CH:7][N:8]([C@@H:15]2[O:20][C@H:19]([CH2:21][OH:22])[C@@H:17]([OH:18])[C@@H:16]2[F:23])[C:9]=1[N:10]=[CH:11][N:12](C)[CH3:13])=[O:4].C(=O)=O>C[O-].[Na+].CO>[F:23][C@H:16]1[C@H:17]([OH:18])[C@@H:19]([CH2:21][OH:22])[O:20][C@H:15]1[N:8]1[C:9]2[N:10]=[CH:11][NH:12][CH2:13][C:3](=[O:4])[C:5]=2[N:6]=[CH:7]1 |f:2.3|. Procedure: Compound (41) (18 mg) obtained in item (8) above was dissolved in a 0.1M sodium methylate solution (0.72 ml) in methanol, and the resultant solution was allowed to stand at room temperature overnight. The reaction solution as formed was neutralized with addition of dry ice and then concentrated to leave a residue. The residue was purified by silica gel column chromatography (developer: the lower layer of water-methanol-chloroform, 1:2:4), affording the titled compound (42) (4.7 mg) as a colorles... RXN SMILES: [F:1][C:2]1[CH:3]=[C:4]([CH2:9][C:10]([NH:12][C@H:13]([C:15]([OH:17])=O)[CH3:14])=[O:11])[CH:5]=[C:6]([F:8])[CH:7]=1.[NH2:18][CH:19]1[C:28]2[C:23](=[CH:24][C:25]([CH2:29][C:30]3[CH:35]=[CH:34][CH:33]=[CH:32][CH:31]=3)=[CH:26][CH:27]=2)[CH2:22][NH:21][C:20]1=[O:36]>>[F:8][C:6]1[CH:5]=[C:4]([CH2:9][C:10]([NH:12][C@H:13]([C:15]([NH:18][CH:19]2[C:28]3[C:23](=[CH:24][C:25]([CH2:29][C:30]4[CH:35]=[CH:34][CH:33]=[CH:32][CH:31]=4)=[CH:26][CH:27]=3)[CH2:22][NH:21][C:20]2=[O:36])=[O:17])[CH3:14])=[O:11])[CH:3]=[C:2]([F:1])[CH:7]=1. The reactants are FC=1C=C(C=C(C1)F)CC(=O)N[C@@H](C)C(=O)O (N-(3,5-Difluorophenylacetyl)-L-alanine), NC1C(NCC2=CC(=CC=C12)CC1=CC=CC=C1)=O (4-amino-7-benzyl-1,2,3,4-tetrahydroisoquinoline-3-one). Procedure details: Following General Procedure D above using N-(3,5-difluorophenylacetyl)-L-alanine (Example B) and 4-amino-7-benzyl-1,2,3,4-tetrahydroisoquinoline-3-one (General Procedure 5-D), the title compound was prepared as a solid having a melting point of 159-166° C. The product is FC=1C=C(C=C(C1)F)CC(=O)N[C@@H](C)C(=O)NC1C(NCC2=CC(=CC=C12)CC1=CC=CC=C1)=O (4-(N′-(3,5-Difluorophenylacetyl)-L-alaninyl)amino-7-benzyl-1,2,3,4-tetrahydroisoquinolin-3-one). Starting materials: N[C@@H](CCCCN)C(=O)O (lysine), NCCCCC(C(=O)O)=O (6-amino-2-oxohexanoic acid), NCCCCC(C(=O)O)=O (6-amino-2-oxohexanoic acid). The product is NCCCCCC(C(=O)O)=O (7-amino-2-oxoheptanoic acid). RXN SMILES: [NH2:1][C@H:2](C(O)=O)CCCCN.N[CH2:12][CH2:13][CH2:14][CH2:15][C:16](=[O:20])[C:17]([OH:19])=[O:18]>>[NH2:1][CH2:2][CH2:12][CH2:13][CH2:14][CH2:15][C:16](=[O:20])[C:17]([OH:19])=[O:18]. Reported procedure: In an alternative embodiment, lysine is first converted to 6-amino-2-oxohexanoic acid by an aminotransferase enzyme (EC 2.6.1.x) or a dehydrogenase (EC 1.4.1.x or EC 1.4.3.x). Preferred enzymes are listed in Table 7 and may be engineered to catalyze the desired substrate to product reaction. In a subsequent step, 6-amino-2-oxohexanoic acid is subjected to a carbon elongation enzymatic step to produce 7-amino-2-oxoheptanoic acid. Reactants: CN(CCNCC=1C=C(C=CC1)C=1OC2=C(N1)C=CC=C2C(=O)OC)C (Methyl 2-(3-((2-(dimethylamino)ethylamino)methyl)phenyl)benzo[d]oxazole-7-carboxylate), O.[NH4+] (ammonium water). Solvent: C(C)O (ethanol). Conditions: temperature 30 celsius, time 1 hour. Yields the product CN(CCNCC=1C=C(C=CC1)C=1OC2=C(N1)C=CC=C2C(=O)N)C (2-(3-((2-(dimethylamino)ethylamino)methyl)phenyl)benzo[d]oxazole-7-carboxamide). Isolated yield 10.6%. Reaction SMILES: [CH3:1][N:2]([CH3:26])[CH2:3][CH2:4][NH:5][CH2:6][C:7]1[CH:8]=[C:9]([C:13]2[O:14][C:15]3[C:21]([C:22](OC)=[O:23])=[CH:20][CH:19]=[CH:18][C:16]=3[N:17]=2)[CH:10]=[CH:11][CH:12]=1.O.[NH4+:28]>C(O)C>[CH3:1][N:2]([CH3:26])[CH2:3][CH2:4][NH:5][CH2:6][C:7]1[CH:8]=[C:9]([C:13]2[O:14][C:15]3[C:21]([C:22]([NH2:28])=[O:23])=[CH:20][CH:19]=[CH:18][C:16]=3[N:17]=2)[CH:10]=[CH:11][CH:12]=1 |f:1.2|. Reported procedure: Methyl 2-(3-((2-(dimethylamino)ethylamino)methyl)phenyl)benzo[d]oxazole-7-carboxylate (100 mg, 0.28 mmol) and ammonium water (58.8 mg, 1.68 mmol) were added to ethanol (30 mL) and the mixture was stirred at 30° C. for 1 hr. Evaporation under reduced pressure and purification with pre-HPLC gave 2-(3-((2-(dimethylamino)ethylamino)methyl)phenyl)benzo[d]oxazole-7-carboxamide (10.0 mg, yield 11%). 1H-NMR (400 MHz, DMSO-d6) δ 2.85 (s, 6H), 3.37-3.42 (d, J=20 Hz, 4H), 4.36 (s, 2H), 7.48-7.52 (t, J=8 Hz... Reactants: FC=1C=C(C=CC1N1CC(N(CC1)CC)=O)N1C(O[C@H](C1)COS(=O)(=O)C)=O ((5R)-3-(3-Fluoro-4-{4-ethyl-3-oxopiperazin-1-yl}phenyl)-5-(methanesulfonyloxymethyl)-oxazolidin-2-one), [N-]=[N+]=[N-].[Na+] (sodium azide). Run in CN(C)C=O (DMF). Conditions: temperature 80 celsius. The product is N(=[N+]=[N-])C[C@H]1CN(C(O1)=O)C1=CC(=C(C=C1)N1CC(N(CC1)CC)=O)F ((5R)-5-azidomethyl-3-(3-fluoro-4-{4-ethyl-3-oxopiperazin-1-yl}phenyl)oxazolidin-2-one). The yield is 93.8%. As a reaction SMILES: [F:1][C:2]1[CH:3]=[C:4]([N:17]2[CH2:21][C@H:20]([CH2:22]OS(C)(=O)=O)[O:19][C:18]2=[O:28])[CH:5]=[CH:6][C:7]=1[N:8]1[CH2:13][CH2:12][N:11]([CH2:14][CH3:15])[C:10](=[O:16])[CH2:9]1.[N-:29]=[N+:30]=[N-:31].[Na+]>CN(C=O)C>[N:29]([CH2:22][C@@H:20]1[O:19][C:18](=[O:28])[N:17]([C:4]2[CH:5]=[CH:6][C:7]([N:8]3[CH2:13][CH2:12][N:11]([CH2:14][CH3:15])[C:10](=[O:16])[CH2:9]3)=[C:2]([F:1])[CH:3]=2)[CH2:21]1)=[N+:30]=[N-:31] |f:1.2|. Procedure details: (5R)-3-(3-Fluoro-4-{4-ethyl-3-oxopiperazin-1-yl}phenyl)-5-(methanesulfonyloxymethyl)-oxazolidin-2-one (950 mg) was dissolved in dry DMF (30 ml) and sodium azide (893 mg) was added. The mixture was heated at 80° C. for 5 hours, and then evaporated to dryness. The residue was dissolved in ethyl acetate and the resulting solution washed with water and dried (MgSO4). The crude product so obtained was chromatographed on silica, using as eluant a gradient increasing in polarity from 0 to 6% methanol i... Reactants: CS(C)=O, O=[N+]([O-])c1cc(Cl)ccc1Cl, [F-], [K+], O, c1ccccc1. Product: O=[N+]([O-])c1cc(Cl)ccc1F. RXN SMILES: [CH3:1][S:2]([CH3:3])=[O:4].[Cl:13][c:14]1[c:15]([N+:21](=[O:22])[O-:23])[cH:16][c:17]([Cl:20])[cH:18][cH:19]1.[F-:11].[K+:12].[OH2:24].[cH:5]1[cH:6][cH:7][cH:8][cH:9][cH:10]1>>[F:11][c:14]1[c:15]([N+:21](=[O:22])[O-:23])[cH:16][c:17]([Cl:20])[cH:18][cH:19]1. The reactants are C(C1=CC=CC=C1)(C1=CC=CC=C1)N1CC(C1)(C)NC=1C=C2N3C(C(NN=C3COC2=CC1Br)=O)C (6-(1-benzhydryl-3-methyl-azetidin-3-ylamino)-7-bromo-4-methyl-2,10-dihydro-9-oxa-1,2,4a-triaza-phenanthren-3-one), C(=O)([O-])[O-].[K+].[K+] (K2CO3), C1(=CC=CC=C1)B(O)O (phenylboronic acid). The reagents and catalysts are C1=CC=C(C=C1)P([C-]2C=CC=C2)C3=CC=CC=C3.C1=CC=C(C=C1)P([C-]2C=CC=C2)C3=CC=CC=C3.Cl[Pd]Cl.[Fe+2] ([1,1′-bis(diphenylphosphino)ferrocene]dichloropalladium(II)). Run in O (water), O1CCOCC1 (dioxane). Conditions: temperature 100 celsius, time 8 hour. Yields the product C(C1=CC=CC=C1)(C1=CC=CC=C1)N1CC(C1)(C)NC=1C=C2N3C(C(NN=C3COC2=CC1C1=CC=CC=C1)=O)C (6-(1-benzhydryl-3-methyl-azetidin-3-ylamino)-4-methyl-7-phenyl-2,10-dihydro-9-oxa-1,2,4a-triaza-phenanthren-3-one). The yield is 54.8%. RXN SMILES: [CH:1]([N:14]1[CH2:17][C:16]([NH:19][C:20]2[CH:21]=[C:22]3[C:31](=[CH:32][C:33]=2Br)[O:30][CH2:29][C:28]2[N:23]3[CH:24]([CH3:36])[C:25](=[O:35])[NH:26][N:27]=2)([CH3:18])[CH2:15]1)([C:8]1[CH:13]=[CH:12][CH:11]=[CH:10][CH:9]=1)[C:2]1[CH:7]=[CH:6][CH:5]=[CH:4][CH:3]=1.C([O-])([O-])=O.[K+].[K+].[C:43]1(B(O)O)[CH:48]=[CH:47][CH:46]=[CH:45][CH:44]=1>O.O1CCOCC1.C1C=CC(P(C2C=CC=CC=2)[C-]2C=CC=C2)=CC=1.C1C=CC(P(C2C=CC=CC=2)[C-]2C=CC=C2)=CC=1.Cl[Pd]Cl.[Fe+2]>[CH:1]([N:14]1[CH2:17][C:16]([NH:19][C:20]2[CH:21]=[C:22]3[C:31](=[CH:32][C:33]=2[C:43]2[CH:48]=[CH:47][CH:46]=[CH:45][CH:44]=2)[O:30][CH2:29][C:28]2[N:23]3[CH:24]([CH3:36])[C:25](=[O:35])[NH:26][N:27]=2)([CH3:18])[CH2:15]1)([C:8]1[CH:13]=[CH:12][CH:11]=[CH:10][CH:9]=1)[C:2]1[CH:7]=[CH:6][CH:5]=[CH:4][CH:3]=1 |f:1.2.3,7.8.9.10|. Reported procedure: A degassed mixture of [1,1′-bis(diphenylphosphino)ferrocene]dichloropalladium(II) (0.175 g, 0.214 mmol), 6-(1-benzhydryl-3-methyl-azetidin-3-ylamino)-7-bromo-4-methyl-2,10-dihydro-9-oxa-1,2,4a-triaza-phenanthren-3-one (0.220 g, 0.403 mmol), K2CO3 (0.167 g, 1.208 mmol), and phenylboronic acid (0.123 g, 1.006 mmol) in water (0.5 mL) and dioxane (3 mL) was stirred at 100° C. overnight. The mixture was cooled to ambient temperature, the solution was concentrated in vacuo and the residue was purified...